Dataset: the Open Reaction Database (ORD), a public repository of structured organic reaction records. Task: describe an organic reaction: reactants, conditions, products, and yield Starting materials: C1(=CC=C(C=C1)S(=O)(=O)O)C (p-toluene sulfonic acid), CC1(C(C1C(C(Cl)(Br)C(F)(F)F)OS(=O)(=O)C)C(=O)[O-])C (2,2-dimethyl-3-[2-trifluoro methyl-2-bromo-2-chloro-1-methylsulfonyloxyethyl]-cyclopropane carboxylate). Solvent: C(Cl)Cl (methylene chloride). Run at temperature 40 celsius. Product: CC1(C(C1C(C(Cl)(Br)C(F)(F)F)S(=O)(=O)C)C(=O)O)C (2,2-dimethyl-3-[2-trifluoromethyl-2-bromo-2-chloro-1-methylsulfonylethyl]-cyclopropane carboxylic acid). As a reaction SMILES: C1(C)C=C[C:4]([S:7](O)(=[O:9])=[O:8])=CC=1.[CH3:12][C:13]1([CH3:32])[CH:15]([CH:16](OS(C)(=O)=O)[C:17]([C:20]([F:23])([F:22])[F:21])([Br:19])[Cl:18])[CH:14]1[C:29]([O-:31])=[O:30]>C(Cl)Cl>[CH3:32][C:13]1([CH3:12])[CH:15]([CH:16]([S:7]([CH3:4])(=[O:9])=[O:8])[C:17]([C:20]([F:21])([F:22])[F:23])([Br:19])[Cl:18])[CH:14]1[C:29]([OH:31])=[O:30]. Procedure details: 30 mg of p-toluene sulfonic acid were added at 40° C. to a solution of 1 g of the product of Step B and 10 ml of methylene chloride and the reaction mixture was heated for 5 hours at 40° C., then poured on to ice, and decanted. The organic phase was washed with water, dried on sodium sulfate and evaporated to dryness under reduced pressure to obtain 860 mg of [1R-[1α-,3α-(RS*,RS*)]] 2,2-dimethyl-3-[2-trifluoromethyl-2-bromo-2-chloro-1-methylsulfonylethyl]-cyclopropane carboxylic acid melting at ... The reactants are N1N=CC(=C1)C1=CC2=C(C=3N=C(SC3CCO2)C(=O)O)C=C1 (8-(1H-Pyrazol-4-yl)-4,5-dihydro-6-oxa-3-thia-1-aza-benzo[e]azulene-2-carboxylic acid), CNCCC1=CC=CC=C1 (N-methyl-2-phenylethanamine). The product is CN(C(=O)C=1SC=2CCOC3=C(C2N1)C=CC(=C3)C=3C=NNC3)CCC3=CC=CC=C3 (8-(1H-Pyrazol-4-yl)-4,5-dihydro-6-oxa-3-thia-1-aza-benzo[e]azulene-2-carboxylic acid methyl-phenethyl-amide). As a reaction SMILES: [NH:1]1[CH:5]=[C:4]([C:6]2[CH:22]=[CH:21][C:9]3[C:10]4[N:11]=[C:12]([C:18]([OH:20])=O)[S:13][C:14]=4[CH2:15][CH2:16][O:17][C:8]=3[CH:7]=2)[CH:3]=[N:2]1.[CH3:23][NH:24][CH2:25][CH2:26][C:27]1[CH:32]=[CH:31][CH:30]=[CH:29][CH:28]=1>>[CH3:23][N:24]([CH2:25][CH2:26][C:27]1[CH:32]=[CH:31][CH:30]=[CH:29][CH:28]=1)[C:18]([C:12]1[S:13][C:14]2[CH2:15][CH2:16][O:17][C:8]3[CH:7]=[C:6]([C:4]4[CH:3]=[N:2][NH:1][CH:5]=4)[CH:22]=[CH:21][C:9]=3[C:10]=2[N:11]=1)=[O:20]. Procedure: Following the procedure for 103, 8-(1H-Pyrazol-4-yl)-4,5-dihydro-6-oxa-3-thia-1-aza-benzo[e]azulene-2-carboxylic acid (50.0 mg, 0.2 mmol) was reacted with N-methyl-2-phenylethanamine (1.2 equiv) to give 170 (14.5 mg, M+1 431.1)